This data is from the Open Reaction Database (ORD), a public repository of structured organic reaction records. The task is: describe an organic reaction: reactants, conditions, products, and yield Reactants: C(#N)[BH3-].[Na+] (Sodium cyanoborohydride), Cl (HCl), N1(CCNCC1)C(=O)OCC (ethyl 1-piperazinylcarboxylate), CC(=O)C (acetone). Solvent: C(=O)(O)[O-].[Na+] (NaHCO3), CO (methanol), C(Cl)Cl (H2CCl2). Run at time 8 hour. The product is CC(C)N1CCN(CC1)C(=O)OCC (Ethyl 4-(1-methylethyl)-1-piperazinylcarboxylate). The yield is 55.2%. Reaction SMILES: [N:1]1([C:7]([O:9][CH2:10][CH3:11])=[O:8])[CH2:6][CH2:5][NH:4][CH2:3][CH2:2]1.[CH3:12][C:13]([CH3:15])=O.C([BH3-])#N.[Na+].Cl>CO.C(Cl)Cl.C([O-])(O)=O.[Na+]>[CH3:12][CH:13]([N:4]1[CH2:5][CH2:6][N:1]([C:7]([O:9][CH2:10][CH3:11])=[O:8])[CH2:2][CH2:3]1)[CH3:15] |f:2.3,7.8|. Reported procedure: A solution of ethyl 1-piperazinylcarboxylate (25.0 mL, 0.171 mole) and acetone (37.7 mL, 0.513 mole) in methanol (MeOH) (500 mL) was cooled to 0°-5° C. Sodium cyanoborohydride (10.7 g., 0.171 mole) was added in two portions. The so-formed mixture was stirred at 0°-5° C. for 8 hours while maintaining the pH at 4-6 by dropwise addition of 6N HCl. The temperature of the reaction mixture was allowed to slowly rise to RT overnight. The reaction mixture was evaporated in vacuo to provide a residue whi... The reactants are NC1=CC=C(C=C1)CCCC1N2CCC(C1)CC2 (2-[3-(4-aminophenyl)propyl]-1-azabicyclo[2.2.2]octane), CS(=O)(=O)Cl (methanesulfonyl chloride). Yields the product Cl.N12C(CC(CC1)CC2)CCCC2=CC=C(C=C2)NS(=O)(=O)C (N-[4-(3-(1-Azabicyclo[2.2.2]oct-2-yl)propyl)phenyl]methanesulfonamide hydrochloride). Reaction SMILES: [NH2:1][C:2]1[CH:7]=[CH:6][C:5]([CH2:8][CH2:9][CH2:10][CH:11]2[CH2:16][CH:15]3[CH2:17][CH2:18][N:12]2[CH2:13][CH2:14]3)=[CH:4][CH:3]=1.[CH3:19][S:20]([Cl:23])(=[O:22])=[O:21]>>[ClH:23].[N:12]12[CH2:13][CH2:14][CH:15]([CH2:17][CH2:18]1)[CH2:16][CH:11]2[CH2:10][CH2:9][CH2:8][C:5]1[CH:6]=[CH:7][C:2]([NH:1][S:20]([CH3:19])(=[O:22])=[O:21])=[CH:3][CH:4]=1 |f:2.3|. Procedure details: In a manner similar to Example X react 2-[3-(4-aminophenyl)propyl]-1-azabicyclo[2.2.2]octane with methanesulfonyl chloride to give the title compound. Reactants: C[C@@H]1CC[C@H](CC1)NC(=O)C=CC1=CC(=C(OCC(=O)N2CCN(CC2)C)C=C1)OC (1-{4-{2-[N-(trans-4-methylcyclohexyl) carbamoyl]vinyl}-2-methoxyphenoxyacetyl}-4-methylpiperazine). The reagents and catalysts are [C].[Pd] (palladium-carbon). Run in CO (methanol). The product is C[C@@H]1CC[C@H](CC1)NC(=O)CCC1=CC(=C(OCC(=O)N2CCN(CC2)C)C=C1)OC (1-{4-{2-[N-(trans-4-methylcyclohexyl) carbamoyl]ethyl}-2methoxyphenoxyacetyl}-4-methylpiperazine). Isolated yield 64.7%. Reaction SMILES: [CH3:1][C@H:2]1[CH2:7][CH2:6][C@H:5]([NH:8][C:9]([CH:11]=[CH:12][C:13]2[CH:29]=[CH:28][C:16]([O:17][CH2:18][C:19]([N:21]3[CH2:26][CH2:25][N:24]([CH3:27])[CH2:23][CH2:22]3)=[O:20])=[C:15]([O:30][CH3:31])[CH:14]=2)=[O:10])[CH2:4][CH2:3]1>[C].[Pd].CO>[CH3:1][C@H:2]1[CH2:7][CH2:6][C@H:5]([NH:8][C:9]([CH2:11][CH2:12][C:13]2[CH:29]=[CH:28][C:16]([O:17][CH2:18][C:19]([N:21]3[CH2:22][CH2:23][N:24]([CH3:27])[CH2:25][CH2:26]3)=[O:20])=[C:15]([O:30][CH3:31])[CH:14]=2)=[O:10])[CH2:4][CH2:3]1 |f:1.2|. Procedure: Using 0.2 g of 1-{4-{2-[N-(trans-4-methylcyclohexyl) carbamoyl]vinyl}-2-methoxyphenoxyacetyl}-4-methylpiperazine (Example 188 ), 0.01 g of 10% palladium-carbon, and 30 ml of methanol, a reaction similar to that conducted in Example 147 was carried out. As a result, 0.13 g of 1-{4-{2-[N-(trans-4-methylcyclohexyl) carbamoyl]ethyl}-2methoxyphenoxyacetyl}-4-methylpiperazine (a compound of the present invention) was obtained as white crystal, which had the following physiochemical properties: The reactants are O (water), OS(=O)(=O)O (H2SO4), [Na+].[Cl-] (NaCl), C(C)OC(=O)COC1=CC2=C(OCC2=O)C=C1 (5-ethoxycarbonylmethoxybenzo[b]furan-3-one). Solvent: O1CCCC1 (tetrahydrofuran), C(C)(=O)OCC (Ethyl acetate), C(C)O (ethanol), C(C)(=O)O (acetic acid), C(C)(=O)OCC (ethyl acetate), CCCCCC (n-hexane). The product is SiO2, C(=O)(O)COC1=CC2=C(OCC2=O)C=C1 (5-carboxymethoxybenzo[b]furan-3-one). Isolated yield 65.0%. RXN SMILES: C([O:3][C:4]([CH2:6][O:7][C:8]1[CH:17]=[CH:16][C:11]2[O:12][CH2:13][C:14](=[O:15])[C:10]=2[CH:9]=1)=[O:5])C.O.OS(O)(=O)=O.[Na+].[Cl-]>O1CCCC1.C(O)C.C(O)(=O)C.C(OCC)(=O)C.CCCCCC>[C:4]([CH2:6][O:7][C:8]1[CH:17]=[CH:16][C:11]2[O:12][CH2:13][C:14](=[O:15])[C:10]=2[CH:9]=1)([OH:5])=[O:3] |f:3.4|. Procedure: 4.72 g (20 mmol) XIX were heated under reflux for 15 h in a mixture of 200 ml tetrahydrofuran, 100 ml water and 10 ml concentrated H2SO4. Ethyl acetate and saturated NaCl solution were added to the reaction solution. The phases were separated and the aqueous phase was extracted three times with ethyl acetate. The combined organic phases were dried over Na2SO4 and freed from the solvent. Flash chromatography (200 g SiO2, n-hexane:ethyl acetate=1:2+1% acetic acid, applied with ethanol) produced 2.... The reactants are COc1cc(-c2cnc3[nH]cc(C(=O)C4(C)CCC(OC=O)CC4)c3n2)cc(OC)c1OC, CO, [Na+], [OH-]. Product: COc1cc(-c2cnc3[nH]cc(C(=O)C4(C)CCC(O)CC4)c3n2)cc(OC)c1OC. RXN SMILES: [CH3:1][C:2]1([C:11](=[O:12])[c:13]2[cH:14][nH:15][c:16]3[n:17][cH:18][c:19](-[c:22]4[cH:23][c:24]([O:32][CH3:33])[c:25]([O:30][CH3:31])[c:26]([O:28][CH3:29])[cH:27]4)[n:20][c:21]23)[CH2:3][CH2:4][CH:5]([O:8][CH:9]=[O:10])[CH2:6][CH2:7]1.[CH3:36][OH:37].[Na+:35].[OH-:34]>>[CH3:1][C:2]1([C:11](=[O:12])[c:13]2[cH:14][nH:15][c:16]3[n:17][cH:18][c:19](-[c:22]4[cH:23][c:24]([O:32][CH3:33])[c:25]([O:30][CH3:31])[c:26]([O:28][CH3:29])[cH:27]4)[n:20][c:21]23)[CH2:3][CH2:4][CH:5]([OH:8])[CH2:6][CH2:7]1. The reactants are FC(S(=O)(=O)O[C@H]1C(OCC1(C)C)=O)(F)F ((R)-4,4-dimethyl-2-oxotetrahydrofuran-3-yl trifluoromethanesulfonate), [N-]=[N+]=[N-].C(CCC)[N+](CCCC)(CCCC)CCCC (tetra-n-butylammonium azide). Solvent: CCOC(=O)C (EtOAc), C(Cl)Cl (DCM). Reaction conditions: time 16 hour. Yields the product N(=[N+]=[N-])[C@@H]1C(OCC1(C)C)=O ((S)-3-azido-4,4-dimethyldihydrofuran-2(3H)-one). RXN SMILES: FC(F)(F)S(O[C@@H:7]1[C:11]([CH3:13])([CH3:12])[CH2:10][O:9][C:8]1=[O:14])(=O)=O.[N-:17]=[N+:18]=[N-:19].C([N+](CCCC)(CCCC)CCCC)CCC>C(Cl)Cl.CCOC(C)=O>[N:17]([C@H:7]1[C:11]([CH3:13])([CH3:12])[CH2:10][O:9][C:8]1=[O:14])=[N+:18]=[N-:19] |f:1.2|. Procedure: To a solution of (R)-4,4-dimethyl-2-oxotetrahydrofuran-3-yl trifluoromethanesulfonate (10 g) in DCM (10 mL) was added tetra-n-butylammonium azide (11.1 g). The reaction mixture was stirred at rt for 16 hr. The reaction was diluted with EtOAc, washed with water, sat. NaHCO3, citric acid, water, and sat. NaCl, dried over anhydrous Na2SO4, filtered and concentrated to yield an oil. The crude product was purified by silica gel chromatography (0-100% EtOAc in hexane) to yield (S)-3-azido-4,4-dimethyl... Starting materials: CS(=O)(=O)c1nnc2n1C=Cc1cc(Cl)ccc1C2, C1COCCO1. Product: O=c1[nH]nc2n1C=Cc1cc(Cl)ccc1C2. As a reaction SMILES: [Cl:1][c:2]1[cH:3][cH:4][c:5]2[c:6]([cH:19]1)[CH:7]=[CH:8][n:9]1[c:10]([n:12][n:13][c:14]1[S:15]([CH3:16])(=[O:17])=[O:18])[CH2:11]2.[O:20]1[CH2:21][CH2:22][O:23][CH2:24][CH2:25]1>>[Cl:1][c:2]1[cH:3][cH:4][c:5]2[c:6]([cH:19]1)[CH:7]=[CH:8][n:9]1[c:10]([n:12][nH:13][c:14]1=[O:20])[CH2:11]2.